Dataset: the Open Reaction Database (ORD), a public repository of structured organic reaction records. Task: describe an organic reaction: reactants, conditions, products, and yield The reactants are CC1=CC=C(CSCC(=O)OCC)C=C1 (ethyl (4-methylbenzylthio)acetate), CC[O-].[Na+] (sodium ethylate), SCC(=O)OCC (ethyl 2-mercaptoacetate), BrCCC1=CC=CC=C1 ((2-bromoethyl)benzene), ethanolic solution. Run in C(C)O (ethanol). Product: C(CC1=CC=CC=C1)SCC(=O)OCC (Ethyl (phenethylthio)acetate). Reaction SMILES: CC1C=CC(C[S:7][CH2:8][C:9]([O:11][CH2:12][CH3:13])=[O:10])=CC=1.Br[CH2:17][CH2:18][C:19]1[CH:24]=[CH:23][CH:22]=[CH:21][CH:20]=1.CC[O-].[Na+].SCC(OCC)=O>C(O)C>[CH2:17]([S:7][CH2:8][C:9]([O:11][CH2:12][CH3:13])=[O:10])[CH2:18][C:19]1[CH:24]=[CH:23][CH:22]=[CH:21][CH:20]=1 |f:2.3|. Procedure details: The procedure is as in Example 29 for the preparation of ethyl (4-methylbenzylthio)acetate, starting with (2-bromoethyl)benzene (20 g), a 2M ethanolic solution of sodium ethylate (25 cc) and ethyl 2-mercaptoacetate (13 g) in ethanol (150 cc). Ethyl (phenethylthio)acetate (21.7 g) is thereby obtained, and is used in the crude state in the subsequent syntheses. Reactants: CCOC(=O)c1c[nH]c(C)c1C, CN(C)C=O, Clc1ccnc2ccccc12, [H-], [Na+], O. The product is CCOC(=O)c1cn(-c2ccnc3ccccc23)c(C)c1C. Reaction SMILES: [CH2:3]([CH3:4])[O:5][C:6](=[O:7])[c:8]1[cH:9][nH:10][c:11]([CH3:14])[c:12]1[CH3:13].[CH3:27][N:28]([CH3:29])[CH:30]=[O:31].[Cl:15][c:16]1[cH:17][cH:18][n:19][c:20]2[cH:21][cH:22][cH:23][cH:24][c:25]12.[H-:1].[Na+:2].[OH2:26]>>[CH2:3]([CH3:4])[O:5][C:6](=[O:7])[c:8]1[cH:9][n:10](-[c:16]2[cH:17][cH:18][n:19][c:20]3[cH:21][cH:22][cH:23][cH:24][c:25]23)[c:11]([CH3:14])[c:12]1[CH3:13]. Reactants: CO, O, O=S(=O)(O)O, CC(=O)Nc1nc2c([nH]1)CCCC2. Yields the product Nc1nc2c([nH]1)CCCC2. RXN SMILES: [CH3:20][OH:21].[OH2:19].[S:14](=[O:15])(=[O:16])([OH:17])[OH:18].[nH:1]1[c:2]([NH:10][C:11](=[O:12])[CH3:13])[n:3][c:4]2[c:5]1[CH2:6][CH2:7][CH2:8][CH2:9]2>>[nH:1]1[c:2]([NH2:10])[n:3][c:4]2[c:5]1[CH2:6][CH2:7][CH2:8][CH2:9]2. Reactants: OC(CNCCCCCCCC)CN(CC(CNCCCCCCCC)O)CCS(=O)(=O)O (11,15-dihydroxy-13-sulfoethyl-9,13,17-triazapentacosane), C(CO)(=O)OCC (ethyl glycolate). Run in C1(=CC=CC=C1)C (toluene). Reaction conditions: temperature 100 celsius, time 7.5 hour. Product: C(CCCCCCC)N(C(CO)=O)CC(CN(CC(CN(C(CO)=O)CCCCCCCC)O)CCS(=O)(=O)O)O (3,11-dioctyl-2,12-dioxo-7-sulfoethyl-3,7,11-triaza-1, 5,9,13-tridecanetetraol). Yield: 86.6%. Reaction SMILES: [OH:1][CH:2]([CH2:13][N:14]([CH2:28][CH2:29][S:30]([OH:33])(=[O:32])=[O:31])[CH2:15][CH:16]([OH:27])[CH2:17][NH:18][CH2:19][CH2:20][CH2:21][CH2:22][CH2:23][CH2:24][CH2:25][CH3:26])[CH2:3][NH:4][CH2:5][CH2:6][CH2:7][CH2:8][CH2:9][CH2:10][CH2:11][CH3:12].[C:34]([O:38]CC)(=O)[CH2:35][OH:36]>C1(C)C=CC=CC=1>[CH2:5]([N:4]([CH2:3][CH:2]([OH:1])[CH2:13][N:14]([CH2:28][CH2:29][S:30]([OH:33])(=[O:31])=[O:32])[CH2:15][CH:16]([OH:27])[CH2:17][N:18]([CH2:19][CH2:20][CH2:21][CH2:22][CH2:23][CH2:24][CH2:25][CH3:26])[C:35](=[O:36])[CH2:34][OH:38])[C:35](=[O:36])[CH2:34][OH:38])[CH2:6][CH2:7][CH2:8][CH2:9][CH2:10][CH2:11][CH3:12]. Reported procedure: A reactor was charged with 10 g (0.02 mole) of 11,15-dihydroxy-13-sulfoethyl-9,13,17-triazapentacosane, 50 ml of toluene and 5.1 ml (0.05 mole) of ethyl glycolate, and the contents were heated to 100° C. and continuously stirred for 7.5 hours while purging ethanol formed with a nitrogen stream. After completion of a reaction, the solvent was distilled off under reduced pressure, and the residue was purified by column chromatography (on 200 g of silica gel, developing solvent: chloroform/methanol...